Dataset: the Open Reaction Database (ORD), a public repository of structured organic reaction records. Task: describe an organic reaction: reactants, conditions, products, and yield The reactants are NC1=C(C(=O)OC)C=C2C(=C1)OCO2 (methyl 2-amino-4,5-methylenedioxybenzoate), ClC1=C(C(=O)O)C=CC=N1 (2-chloronicotinic acid), CO (methanol). Run in CN(C)C=O (DMF). Yields the product C1OC=2C=C3C(N4C(=NC3=CC2O1)C(=CC=C4)C(=O)O)=O (2,3-methylenedioxy-11-oxo-11H-pyrido[2,1-b]quinazoline-6-carboxylic acid). RXN SMILES: [NH2:1][C:2]1[CH:11]=[C:10]2[O:12][CH2:13][O:14][C:9]2=[CH:8][C:3]=1[C:4]([O:6]C)=O.Cl[C:16]1[N:24]=[CH:23][CH:22]=[CH:21][C:17]=1[C:18]([OH:20])=[O:19].CO>CN(C=O)C>[CH2:13]1[O:12][C:10]2[CH:11]=[C:2]3[C:3]([C:4](=[O:6])[N:24]4[CH:23]=[CH:22][CH:21]=[C:17]([C:18]([OH:20])=[O:19])[C:16]4=[N:1]3)=[CH:8][C:9]=2[O:14]1. Reported procedure: A mixture of 2.00g (10.4 mmol) of methyl 2-amino-4,5-methylenedioxybenzoate, 1.67g (10.4 mmol) of 2-chloronicotinic acid and 50mg of KI was heated at 170° for 1 hour. The fusion or melt gradually solidified to an orange cake. The solid material was heated in boiling methanol (250 ml) and then filtered to yield 1.60g of crude product, mp. 273°-280° dec. The analytical sample was obtained by recrystallization from DMF, mp. 300°-304° dec.